Dataset: the Open Reaction Database (ORD), a public repository of structured organic reaction records. Task: describe an organic reaction: reactants, conditions, products, and yield Starting materials: CC(=O)Cl, Cn1c(C(F)(F)F)cc(=O)n(-c2c(F)cc(Cl)c3nc(N)oc23)c1=O, c1ccncc1. The product is CC(=O)Nc1nc2c(Cl)cc(F)c(-n3c(=O)cc(C(F)(F)F)n(C)c3=O)c2o1. As a reaction SMILES: [CH3:26][C:27]([Cl:28])=[O:29].[NH2:1][c:2]1[o:3][c:4]2[c:5]([n:6]1)[c:7]([Cl:25])[cH:8][c:9]([F:24])[c:10]2-[n:11]1[c:12](=[O:23])[n:13]([CH3:22])[c:14]([C:18]([F:19])([F:20])[F:21])[cH:15][c:16]1=[O:17].[cH:30]1[cH:31][cH:32][n:33][cH:34][cH:35]1>>[NH:1]([c:2]1[o:3][c:4]2[c:5]([n:6]1)[c:7]([Cl:25])[cH:8][c:9]([F:24])[c:10]2-[n:11]1[c:12](=[O:23])[n:13]([CH3:22])[c:14]([C:18]([F:19])([F:20])[F:21])[cH:15][c:16]1=[O:17])[C:27]([CH3:26])=[O:29]. The reactants are O=C1NC(=O)c2ccccc21, Cn1nc2c(N)nc3c(c2c1CCCCCl)CCCC3, [I-], [K], [Na+], CN(C)C=O, O. Product: Cn1nc2c(N)nc3c(c2c1CCCCN1C(=O)c2ccccc2C1=O)CCCC3. As a reaction SMILES: [C:21]1(=[O:31])[c:22]2[c:23]([cH:27][cH:28][cH:29][cH:30]2)[C:24](=[O:26])[NH:25]1.[Cl:1][CH2:2][CH2:3][CH2:4][CH2:5][c:6]1[n:7]([CH3:20])[n:8][c:9]2[c:10]([NH2:19])[n:11][c:12]3[c:17]([c:18]12)[CH2:16][CH2:15][CH2:14][CH2:13]3.[I-:34].[K:32].[Na+:33].[O:35]=[CH:36][N:37]([CH3:38])[CH3:39].[OH2:40]>>[CH2:2]([CH2:3][CH2:4][CH2:5][c:6]1[n:7]([CH3:20])[n:8][c:9]2[c:10]([NH2:19])[n:11][c:12]3[c:17]([c:18]12)[CH2:16][CH2:15][CH2:14][CH2:13]3)[N:25]1[C:21](=[O:31])[c:22]2[c:23]([cH:27][cH:28][cH:29][cH:30]2)[C:24]1=[O:26]. Reactants: COC(=O)[C@@]1(C[C@H](CC1)C1=CC=C(C=C1)Br)N ((1R,3S)-1-amino-3-(4-bromo-phenyl)-cyclopentanecarboxylic acid methyl ester), Cl (hydrochloride), 1,2-DME, Cl (hydrochloride), COC(=O)[C@]1(C[C@H](CC1)C1=CC=C(C=C1)Br)N ((1S,3S)-1-amino-3-(4-bromo-phenyl)-cyclopentanecarboxylic acid methyl ester). The product is O.Cl.N[C@]1(C[C@H](CC1)C1=CC=C(C=C1)Br)C(=O)OC ((1R,3S)-methyl 1-amino-3-(4-bromophenyl)cyclopentanecarboxylate hydrochloride hydrate). Isolated yield 36.0%. As a reaction SMILES: C[O:2]C([C@@]1(N)CC[C@H](C2C=CC(Br)=CC=2)C1)=O.[ClH:18].[CH3:19][O:20][C:21]([C@:23]1([NH2:35])[CH2:27][CH2:26][C@H:25]([C:28]2[CH:33]=[CH:32][C:31]([Br:34])=[CH:30][CH:29]=2)[CH2:24]1)=[O:22]>>[OH2:2].[ClH:18].[NH2:35][C@:23]1([C:21]([O:20][CH3:19])=[O:22])[CH2:27][CH2:26][C@H:25]([C:28]2[CH:33]=[CH:32][C:31]([Br:34])=[CH:30][CH:29]=2)[CH2:24]1 |f:3.4.5|. Procedure: The crude mixture of (1R,3S)-1-amino-3-(4-bromo-phenyl)-cyclopentanecarboxylic acid methyl ester; hydrochloride and (1S,3S)-1-amino-3-(4-bromo-phenyl)-cyclopentanecarboxylic acid methyl ester; hydrochloride (from General Procedure F) (approx. 2.6 mol) was combined with 15 L of aqueous 1,2-DME solution (4.8% water content). The slurry was mixed for 3 h at 50° C., allowed to cool to room temperature and mixed at room temperature for 15 h. The resulting mixture is filtered and dried in vacuo at 60°... Starting materials: product, C1(=CC=C(C=C1)S(=O)(=O)O)C (p-toluenesulfonic acid), C(C1=CC=NC=C1)(=O)N (isonicotinamide), N1N=NC2=C1C=CC=C2 (benzotriazole). Solvent: C1(=CC=CC=C1)C (toluene). Product: N1(N=NC2=C1C=CC=C2)C(C(CC2=CC=CC=C2)(C)C)NC(C2=CC=NC=C2)=O (N-[1-(1H-1,2,3-benzotriazol-1-yl)-2,2-dimethyl-3-phenylpropyl]isonicotinamide). As a reaction SMILES: [C:1]([NH2:9])(=[O:8])[C:2]1[CH:7]=[CH:6][N:5]=[CH:4][CH:3]=1.[NH:10]1[C:14]2[CH:15]=[CH:16][CH:17]=[CH:18][C:13]=2[N:12]=[N:11]1.[C:19]1([CH3:29])[CH:24]=[CH:23][C:22](S(O)(=O)=O)=[CH:21][CH:20]=1>C1(C)C=CC=CC=1>[N:10]1([CH:1]([NH:9][C:1](=[O:8])[C:2]2[CH:7]=[CH:6][N:5]=[CH:4][CH:3]=2)[C:2]([CH3:7])([CH3:3])[CH2:29][C:19]2[CH:24]=[CH:23][CH:22]=[CH:21][CH:20]=2)[C:14]2[CH:15]=[CH:16][CH:17]=[CH:18][C:13]=2[N:12]=[N:11]1. Reported procedure: The product from Example 18A, isonicotinamide, benzotriazole, and p-toluenesulfonic acid in toluene were processed as described in Example 18B to provide the title compound. Reactants: CC(=O)OC(C)=O, CC(=O)O, Cc1ccccc1COc1cc(O)cc(C(=O)O)c1. Yields the product CC(=O)Oc1cc(OCc2ccccc2C)cc(C(=O)O)c1. Reaction SMILES: [CH3:20][C:21](=[O:22])[O:23][C:24](=[O:25])[CH3:26].[CH3:27][C:28](=[O:29])[OH:30].[OH:1][c:2]1[cH:3][c:4]([C:5](=[O:6])[OH:7])[cH:8][c:9]([O:11][CH2:12][c:13]2[c:14]([CH3:19])[cH:15][cH:16][cH:17][cH:18]2)[cH:10]1>>[O:1]([c:2]1[cH:3][c:4]([C:5](=[O:6])[OH:7])[cH:8][c:9]([O:11][CH2:12][c:13]2[c:14]([CH3:19])[cH:15][cH:16][cH:17][cH:18]2)[cH:10]1)[C:21]([CH3:20])=[O:22]. The reactants are Fc1cccc(CBr)c1, Clc1cc2c(NC3CCNCC3)ncnc2s1, Cl, Cl. Product: Fc1cccc(CN2CCC(Nc3ncnc4sc(Cl)cc34)CC2)c1. As a reaction SMILES: [Br:20][CH2:21][c:22]1[cH:23][c:24]([F:28])[cH:25][cH:26][cH:27]1.[Cl:3][c:4]1[cH:5][c:6]2[c:7]([n:8][cH:9][n:10][c:11]2[NH:12][CH:13]2[CH2:14][CH2:15][NH:16][CH2:17][CH2:18]2)[s:19]1.[ClH:1].[ClH:2]>>[Cl:3][c:4]1[cH:5][c:6]2[c:7]([n:8][cH:9][n:10][c:11]2[NH:12][CH:13]2[CH2:14][CH2:15][N:16]([CH2:21][c:22]3[cH:23][c:24]([F:28])[cH:25][cH:26][cH:27]3)[CH2:17][CH2:18]2)[s:19]1. Reactants: CS(=O)(=O)N(C)S(=O)(=O)N ((N-methylsulfonyl-N-methylamino)sulfonamide), COC1=NC(=NC(=C1)OC)NC(OC1=CC=CC=C1)=O (phenyl 4,6-dimethoxy-2-pyrimidylcarbamate). Solvent: C(C)#N (acetonitrile). Reaction conditions: time 18 hour. The product is CS(=O)(=O)N(C)S(=O)(=O)NC(=O)NC1=NC(=CC(=N1)OC)OC (1-[(N-Methylsulfonyl-N-methylamino)sulfonyl]-3-(4,6-dimethoxy-2-pyrimidyl)urea). Isolated yield 98.4%. RXN SMILES: [CH3:1][S:2]([N:5]([S:7]([NH2:10])(=[O:9])=[O:8])[CH3:6])(=[O:4])=[O:3].[CH3:11][O:12][C:13]1[CH:18]=[C:17]([O:19][CH3:20])[N:16]=[C:15]([NH:21][C:22](=O)[O:23]C2C=CC=CC=2)[N:14]=1>C(#N)C>[CH3:1][S:2]([N:5]([S:7]([NH:10][C:22]([NH:21][C:15]1[N:14]=[C:13]([O:12][CH3:11])[CH:18]=[C:17]([O:19][CH3:20])[N:16]=1)=[O:23])(=[O:9])=[O:8])[CH3:6])(=[O:4])=[O:3]. Procedure: 37.6 g of (N-methylsulfonyl-N-methylamino)sulfonamide are dissolved in 500 ml of acetonitrile, 55.0 g of phenyl 4,6-dimethoxy-2-pyrimidylcarbamate are added dropwise at room temperature, and the mixture is stirred for 18 hours at room temperature. Approx. 400 ml of acetonitrile are distilled off, and then 200 ml of water are added at 0° C., and the mixture is brought to pH 2-3 using 2N HCl. The product which has precipitated is filtered off with suction and washed with water. 72.6 g of the desir...